Dataset: the Open Reaction Database (ORD), a public repository of structured organic reaction records. Task: describe an organic reaction: reactants, conditions, products, and yield The reactants are COC=1C=C(C(=O)[O-])C=CC1CC1=CN(C2=CC=C(C=C12)[N+](=O)[O-])C (3-methoxy-4-(1-methyl-5-nitroindol-3-ylmethyl)benzoate), NC=1C=C2C(=CNC2=CC1)CC1=C(C=C(C(=O)OC)C=C1)OC (methyl 4-(5-aminoindol-3-ylmethyl)-3-methoxybenzoate). The reagents and catalysts are [Pd] (palladium-on-carbon). Run in O1CCCC1 (tetrahydrofuran). The product is NC=1C=C2C(=CN(C2=CC1)C)CC1=C(C=C(C(=O)OC)C=C1)OC (methyl 4-(5-amino-1-methylindol-3-ylmethyl)-3-methoxybenzoate). Yield: 98.0%. As a reaction SMILES: [CH3:1][O:2][C:3]1[CH:4]=[C:5]([CH:9]=[CH:10][C:11]=1[CH2:12][C:13]1[C:21]2[C:16](=[CH:17][CH:18]=[C:19]([N+:22]([O-])=O)[CH:20]=2)[N:15]([CH3:25])[CH:14]=1)[C:6]([O-:8])=[O:7].N[C:27]1C=C2C(=CC=1)NC=C2CC1C=CC(C(OC)=O)=CC=1OC>O1CCCC1.[Pd]>[NH2:22][C:19]1[CH:20]=[C:21]2[C:16](=[CH:17][CH:18]=1)[N:15]([CH3:25])[CH:14]=[C:13]2[CH2:12][C:11]1[CH:10]=[CH:9][C:5]([C:6]([O:8][CH3:27])=[O:7])=[CH:4][C:3]=1[O:2][CH3:1]. Reported procedure: A solution of (E) (0.56 g.) in tetrahydrofuran (30 ml.) was hydrogenated in the presence of palladium-on-carbon (10% w/w: 0.1 g.), as described for the amino ester (A) in Example 1, to give methyl 4-(5-amino-1-methylindol-3-ylmethyl)-3-methoxybenzoate (D) (0.50 g., 98%) as pale yellow foam: NMR: 3.6(s, H, NCH3), 3.8(s,3H, CO.OCH3), 3.9(br s,5H, OCH3 and CH2.Ar), 4.45(br,2H, NH2), 6.54(m,2H), 6.86(s,1H), 7.04(m,2H), 7.40(m,2H). Reactants: O=C([O-])O, O=C(NC(CCl)C(=O)O)OCc1ccccc1, Cl, [Na+], O, Sc1ccccc1. Product: O=C(NC(CSc1ccccc1)C(=O)O)OCc1ccccc1. RXN SMILES: [C:18](=[O:19])([O-:20])[OH:21].[C:1](=[O:2])([O:3][CH2:4][c:5]1[cH:6][cH:7][cH:8][cH:9][cH:10]1)[NH:11][CH:12]([CH2:13][Cl:14])[C:15](=[O:16])[OH:17].[ClH:30].[Na+:22].[OH2:31].[SH:23][c:24]1[cH:25][cH:26][cH:27][cH:28][cH:29]1>>[C:1](=[O:2])([O:3][CH2:4][c:5]1[cH:6][cH:7][cH:8][cH:9][cH:10]1)[NH:11][CH:12]([CH2:13][S:23][c:24]1[cH:25][cH:26][cH:27][cH:28][cH:29]1)[C:15](=[O:16])[OH:17].